Dataset: the Open Reaction Database (ORD), a public repository of structured organic reaction records. Task: describe an organic reaction: reactants, conditions, products, and yield The reactants are COC=1C=C(C=NC1)NC1=NC=CC=C1C1=C2N=CN(C2=NC(=N1)C)C1OCCCC1 (N-(5-methoxypyridin-3-yl)-3-(2-methyl-9-(tetrahydro-2H-pyran-2-yl)-9H-purin-6-yl)pyridin-2-amine), FC(C(=O)O)(F)F (trifluoroacetic acid). Solvent: C(Cl)Cl (DCM). Run at temperature 0 celsius, time 1 hour. The product is COC=1C=C(C=NC1)NC1=NC=CC=C1C1=C2N=CNC2=NC(=N1)C (N-(5-methoxypyridin-3-yl)-3-(2-methyl-9H-purin-6-yl)pyridin-2-amine). Isolated yield 62.5%. RXN SMILES: [CH3:1][O:2][C:3]1[CH:4]=[C:5]([NH:9][C:10]2[C:15]([C:16]3[N:24]=[C:23]([CH3:25])[N:22]=[C:21]4[C:17]=3[N:18]=[CH:19][N:20]4C3CCCCO3)=[CH:14][CH:13]=[CH:12][N:11]=2)[CH:6]=[N:7][CH:8]=1.FC(F)(F)C(O)=O>C(Cl)Cl>[CH3:1][O:2][C:3]1[CH:4]=[C:5]([NH:9][C:10]2[C:15]([C:16]3[N:24]=[C:23]([CH3:25])[N:22]=[C:21]4[C:17]=3[N:18]=[CH:19][NH:20]4)=[CH:14][CH:13]=[CH:12][N:11]=2)[CH:6]=[N:7][CH:8]=1. Reported procedure: A suspension of N-(5-methoxypyridin-3-yl)-3-(2-methyl-9-(tetrahydro-2H-pyran-2-yl)-9H-purin-6-yl)pyridin-2-amine (60 mg, 0.144 mmol) in DCM (3 mL) was cooled to 0° C., treated with trifluoroacetic acid (3 mL, 40.4 mmol), and the yellow solution was stirred at 0° C. for 1 h. The mixture was concentrated in vacuo, the residue was neutralized with 2 M NH3 in MeOH and then concentrated in vacuo. The crude product was purified by chromatography through a Redi-Sep pre-packed silica gel column (40 g) e... Reported procedure: To a solution of 2-((5-methyl-7-vinyl-1H-indol-4-yl)methyl)-1H-benzo[d]imidazole-5-carbonitrile (11 mg, 0.035 mmol) in EtOAc (0.7 mL) was added Pd/C (5%, 3.75 mg) and the reaction was stirred at room temperature under hydrogen. After 10 minutes the reaction was filtered through Celite®, rinsing with EtOAc, and concentrated. The resulting residue was purified directly by RP-HPLC (HC-A) to provide the title compound. 1H NMR (TFA salt, 400 MHz, DMSO-d6) δ ppm 10.97 (br. s., 1H) 7.98 (s, 1H) 7.61 (d... The reagents and catalysts are [Pd] (Pd/C). Yields the product C(C)C=1C=C(C(=C2C=CNC12)CC1=NC2=C(N1)C=CC(=C2)C#N)C (2-((7-Ethyl-5-methyl-1H-indol-4-yl)methyl)-1H-benzo[d]imidazole-5-carbonitrile). As a reaction SMILES: [CH3:1][C:2]1[C:3]([CH2:13][C:14]2[NH:18][C:17]3[CH:19]=[CH:20][C:21]([C:23]#[N:24])=[CH:22][C:16]=3[N:15]=2)=[C:4]2[C:8](=[C:9]([CH:11]=[CH2:12])[CH:10]=1)[NH:7][CH:6]=[CH:5]2>CCOC(C)=O.[Pd]>[CH2:11]([C:9]1[CH:10]=[C:2]([CH3:1])[C:3]([CH2:13][C:14]2[NH:18][C:17]3[CH:19]=[CH:20][C:21]([C:23]#[N:24])=[CH:22][C:16]=3[N:15]=2)=[C:4]2[C:8]=1[NH:7][CH:6]=[CH:5]2)[CH3:12]. The reactants are CC=1C(=C2C=CNC2=C(C1)C=C)CC1=NC2=C(N1)C=CC(=C2)C#N (2-((5-methyl-7-vinyl-1H-indol-4-yl)methyl)-1H-benzo[d]imidazole-5-carbonitrile). Run in CCOC(=O)C (EtOAc). The reactants are BrC=1C=C2C(=CNC2=CC1)CCN1C(C2=CC=CC=C2C1=O)=O (2-[2-(5-bromo-1H-indol-3-yl) ethyl]-1H-isoindole-1,3(2H)-dione), cuprous cyanide, CN1C(CCC1)=O (N-methyl-2-pyrrolidinone), N (ammonia). Conditions: time 0.75 hour. Product: O=C1N(C(C2=CC=CC=C12)=O)CCC1=CNC2=CC=C(C=C12)C#N (3-[2-(1,3-Dihydro-1,3-dioxo-2H-isoindol-2-yl) ethyl]-1H-indole-5-carbonitrile). RXN SMILES: Br[C:2]1[CH:3]=[C:4]2[C:8](=[CH:9][CH:10]=1)[NH:7][CH:6]=[C:5]2[CH2:11][CH2:12][N:13]1[C:21](=[O:22])[C:20]2[C:15](=[CH:16][CH:17]=[CH:18][CH:19]=2)[C:14]1=[O:23].N.[CH3:25][N:26]1CCCC1=O>>[O:23]=[C:14]1[C:15]2[C:20](=[CH:19][CH:18]=[CH:17][CH:16]=2)[C:21](=[O:22])[N:13]1[CH2:12][CH2:11][C:5]1[C:4]2[C:8](=[CH:9][CH:10]=[C:2]([C:25]#[N:26])[CH:3]=2)[NH:7][CH:6]=1. Procedure: A mixture of 2-[2-(5-bromo-1H-indol-3-yl) ethyl]-1H-isoindole-1,3(2H)-dione (4.0 g), cuprous cyanide (1.1 g) and N-methyl-2-pyrrolidinone (10 ml) was heated at reflux for 1 hour. The reaction mixture was poured onto ice (30 g) and concentrated ammonia (15 ml) was added and the suspension was stirred for 0.75 hour. The solid was filtered off, washed with water and methanol and was crystallised from aqueous acetone to give the title compound (2.7 g) as a fawn solid m.p. 217°-221° C. T.L.C. Silica ... Starting materials: C(C)(C)(C)C1=CC=C(C(=O)O)C=C1 (4-tert-butylbenzoic acid), S(=O)(Cl)Cl (sulfurous dichloride). Procedure: A mixture of 4-tert-butylbenzoic acid (1000 g, 5.6 mol) in sulfurous dichloride (1.5 L) was refluxed for 3 hours. Then the mixture was concentrated in vacuo, and the crude 101a was used in next step without further purification. RXN SMILES: [C:1]([C:5]1[CH:13]=[CH:12][C:8]([C:9](O)=[O:10])=[CH:7][CH:6]=1)([CH3:4])([CH3:3])[CH3:2].S(Cl)([Cl:16])=O>>[C:1]([C:5]1[CH:13]=[CH:12][C:8]([C:9]([Cl:16])=[O:10])=[CH:7][CH:6]=1)([CH3:4])([CH3:3])[CH3:2]. The product is C(C)(C)(C)C1=CC=C(C(=O)Cl)C=C1 (4-tert-Butylbenzoyl Chloride).